This data is from the Open Reaction Database (ORD), a public repository of structured organic reaction records. The task is: describe an organic reaction: reactants, conditions, products, and yield Reactants: Cl.NCCS (2-aminoethanethiol hydrochloride), NC1=C(C(=NN1C1=C(C=C(C=C1Cl)C(F)(F)F)Cl)C#N)S(=O)C (5-amino-1-[2,6-dichloro-4-(trifluoromethyl) phenyl]-4-methylsulfinyl-1H-pyrazole-3-carbonitrile). The solvent is CO (methanol). The product is NC1=C(C(=NN1C1=C(C=C(C=C1Cl)C(F)(F)F)Cl)C1SC=CN1)S(=O)C (5-amino-1-[2,6-dichloro-4-(trifluoromethyl)phenyl]-3-(dihydro-2-thiazolyl)-4-methylsulfinyl-1H-pyrazole). The yield is 16.1%. Reaction SMILES: Cl.N[CH2:3][CH2:4][SH:5].[NH2:6][C:7]1[N:11]([C:12]2[C:17]([Cl:18])=[CH:16][C:15]([C:19]([F:22])([F:21])[F:20])=[CH:14][C:13]=2[Cl:23])[N:10]=[C:9]([C:24]#[N:25])[C:8]=1[S:26]([CH3:28])=[O:27]>CO>[NH2:6][C:7]1[N:11]([C:12]2[C:17]([Cl:18])=[CH:16][C:15]([C:19]([F:20])([F:21])[F:22])=[CH:14][C:13]=2[Cl:23])[N:10]=[C:9]([CH:24]2[NH:25][CH:3]=[CH:4][S:5]2)[C:8]=1[S:26]([CH3:28])=[O:27] |f:0.1|. Reported procedure: A solution of 0.297 gram (0.00261 mole) of 2-aminoethanethiol hydrochloride in 2.5 milliliters of methanol was added to 1.0 gram (0.00261 mole) of 5-amino-1-[2,6-dichloro-4-(trifluoromethyl) phenyl]-4-methylsulfinyl-1H-pyrazole-3-carbonitrile, and the mixture was stirred at room temperature for an approximately 17-hour period The mixture was partitioned between water and dichloromethane and the organic layer was separated, dried over Na2SO4 and filtered. Solvent was evaporated leaving a residue ... The reactants are C(C)(C)(C)OC(NC1CC2N(CCC3=CC(=C(C=C23)OC)OC)CC1N1C(CCCC1)=O)=O ((RS,RS,RS)-[9,10-Dimethoxy-3-(2-oxo-piperidin-1-yl)-1,3,4,6,7,11b-hexahydro-2H-pyrido[2,1-a]isoquinolin-2-yl]-carbamic acid tert-butyl ester). Run in C(C)O.CCCCCCC (ethanol heptane), CCCCCCC.C(C)O (heptane ethanol). Product: N[C@@H]1C[C@H]2N(CCC3=CC(=C(C=C23)OC)OC)C[C@H]1N1C(CCCC1)=O ((+)-(R,R,R)-1-(2-Amino-9,10-dimethoxy-1,3,4,6,7,11b-hexahydro-2H-pyrido [2,1-a]isoquinolin-3-yl)-piperidin-2-one). Reaction SMILES: C(OC(=O)[NH:7][CH:8]1[CH:25]([N:26]2[CH2:31][CH2:30][CH2:29][CH2:28][C:27]2=[O:32])[CH2:24][N:11]2[CH2:12][CH2:13][C:14]3[C:19]([CH:10]2[CH2:9]1)=[CH:18][C:17]([O:20][CH3:21])=[C:16]([O:22][CH3:23])[CH:15]=3)(C)(C)C>C(O)C.CCCCCCC>[NH2:7][C@H:8]1[C@H:25]([N:26]2[CH2:31][CH2:30][CH2:29][CH2:28][C:27]2=[O:32])[CH2:24][N:11]2[CH2:12][CH2:13][C:14]3[C:19]([C@H:10]2[CH2:9]1)=[CH:18][C:17]([O:20][CH3:21])=[C:16]([O:22][CH3:23])[CH:15]=3 |f:1.2|. Procedure details: (RS,RS,RS)-[9,10-Dimethoxy-3-(2-oxo-piperidin-1-yl)-1,3,4,6,7,11b-hexahydro-2H-pyrido[2,1-a]isoquinolin-2-yl]-carbamic acid tert-butyl ester (580 mg, 1.61 mmol) was dissolved in ethanol/heptane 3:2 (5 mL) and subjected to preparative HPLC (Chiralpak® AD column, heptane/ethanol 80:20). Starting materials: O(C1=CC=CC=C1)C1=CC=C(C=C1)C(C)=O (4′-phenoxyacetophenone), CC=1C=C(C=O)C=C(C1O)C (3,5-dimethyl-4-hydroxybenzaldehyde). The product is O(C1=CC=CC=C1)C1=CC=C(C=C1)C(C=CC1=CC(=C(C(=C1)C)O)C)=O (1-(4-Phenoxyphenyl)-3-(4-hydroxy-3,5-dimethylphenyl)prop-2-en-1-one). As a reaction SMILES: [O:1]([C:8]1[CH:13]=[CH:12][C:11]([C:14](=[O:16])[CH3:15])=[CH:10][CH:9]=1)[C:2]1[CH:7]=[CH:6][CH:5]=[CH:4][CH:3]=1.[CH3:17][C:18]1[CH:19]=[C:20]([CH:23]=[C:24]([CH3:27])[C:25]=1[OH:26])[CH:21]=O>>[O:1]([C:8]1[CH:9]=[CH:10][C:11]([C:14](=[O:16])[CH:15]=[CH:21][C:20]2[CH:23]=[C:24]([CH3:27])[C:25]([OH:26])=[C:18]([CH3:17])[CH:19]=2)=[CH:12][CH:13]=1)[C:2]1[CH:7]=[CH:6][CH:5]=[CH:4][CH:3]=1. Reported procedure: This compound was synthesized from 4′-phenoxyacetophenone and 3,5-dimethyl-4-hydroxybenzaldehyde according to general method 1 described earlier. The reactants are O=C([O-])[O-], ClCc1cn(-c2ccc(Cl)c(Cl)c2)cn1, [Cs+], [Cs+], CN(C)C=O, O=Cc1ncc[nH]1. Product: O=Cc1nccn1Cc1cn(-c2ccc(Cl)c(Cl)c2)cn1. Reaction SMILES: [C:23](=[O:24])([O-:25])[O-:26].[Cl:1][CH2:2][c:3]1[n:4][cH:5][n:6](-[c:8]2[cH:9][c:10]([Cl:15])[c:11]([Cl:14])[cH:12][cH:13]2)[cH:7]1.[Cs+:27].[Cs+:28].[O:29]=[CH:30][N:31]([CH3:32])[CH3:33].[nH:16]1[c:17]([CH:21]=[O:22])[n:18][cH:19][cH:20]1>>[CH2:2]([c:3]1[n:4][cH:5][n:6](-[c:8]2[cH:9][c:10]([Cl:15])[c:11]([Cl:14])[cH:12][cH:13]2)[cH:7]1)[n:16]1[c:17]([CH:21]=[O:22])[n:18][cH:19][cH:20]1. The reactants are CC(C)C[AlH]CC(C)C, CN(C)C(c1ccccc1)C1CCCCC1=O, CCO, Cc1ccccc1, O. The product is CN(C)C(c1ccccc1)C1CCCCC1O. Reaction SMILES: [CH3:18][CH:19]([CH2:20][AlH:21][CH2:22][CH:23]([CH3:24])[CH3:25])[CH3:26].[CH3:1][N:2]([CH3:3])[CH:4]([CH:5]1[C:6](=[O:11])[CH2:7][CH2:8][CH2:9][CH2:10]1)[c:12]1[cH:13][cH:14][cH:15][cH:16][cH:17]1.[CH3:27][CH2:28][OH:29].[CH3:31][c:32]1[cH:33][cH:34][cH:35][cH:36][cH:37]1.[OH2:30]>>[CH3:1][N:2]([CH3:3])[CH:4]([CH:5]1[CH:6]([OH:11])[CH2:7][CH2:8][CH2:9][CH2:10]1)[c:12]1[cH:13][cH:14][cH:15][cH:16][cH:17]1. Reactants: C1CCCCC1, COC(=O)C=CC=C(c1ccc(OC)cc1)C(C)C, CO, CCCCCC, [Na+], [OH-]. Yields the product COc1ccc(C(=CC=CC(=O)O)C(C)C)cc1. RXN SMILES: [CH2:30]1[CH2:31][CH2:32][CH2:33][CH2:34][CH2:35]1.[CH3:1][O:2][C:3]([CH:4]=[CH:5][CH:6]=[C:7]([CH:8]([CH3:9])[CH3:10])[c:11]1[cH:12][cH:13][c:14]([O:17][CH3:18])[cH:15][cH:16]1)=[O:19].[CH3:20][OH:21].[CH3:24][CH2:25][CH2:26][CH2:27][CH2:28][CH3:29].[Na+:23].[OH-:22]>>[O:2]=[C:3]([CH:4]=[CH:5][CH:6]=[C:7]([CH:8]([CH3:9])[CH3:10])[c:11]1[cH:12][cH:13][c:14]([O:17][CH3:18])[cH:15][cH:16]1)[OH:19].